Task: describe an organic reaction: reactants, conditions, products, and yield. Dataset: the Open Reaction Database (ORD), a public repository of structured organic reaction records Reactants: NCCCCN1C(=NC=2C(=NC=3C=CC=CC3C21)N)CCCOC2=CC=CC=C2 (1-(4-aminobutyl)-2-(3-phenoxypropyl)-1H-imidazo[4,5-c]quinolin-4-amine), N1(CCOCC1)C(=O)Cl (4-morpholinecarbonyl chloride). Solvent: N1=CC=CC=C1 (pyridine). Product: NC1=NC=2C=CC=CC2C2=C1N=C(N2CCCCNC(=O)N2CCOCC2)CCCOC2=CC=CC=C2 (N-{4-[4-amino-2-(3-phenoxypropyl)-1H-imidazo[4, 5-c]quinolin-1-yl]butyl}morpholine-4-carboxamide). Yield: 31.1%. As a reaction SMILES: [NH2:1][CH2:2][CH2:3][CH2:4][CH2:5][N:6]1[C:18]2[C:17]3[CH:16]=[CH:15][CH:14]=[CH:13][C:12]=3[N:11]=[C:10]([NH2:19])[C:9]=2[N:8]=[C:7]1[CH2:20][CH2:21][CH2:22][O:23][C:24]1[CH:29]=[CH:28][CH:27]=[CH:26][CH:25]=1.[N:30]1([C:36](Cl)=[O:37])[CH2:35][CH2:34][O:33][CH2:32][CH2:31]1>N1C=CC=CC=1>[NH2:19][C:10]1[C:9]2[N:8]=[C:7]([CH2:20][CH2:21][CH2:22][O:23][C:24]3[CH:25]=[CH:26][CH:27]=[CH:28][CH:29]=3)[N:6]([CH2:5][CH2:4][CH2:3][CH2:2][NH:1][C:36]([N:30]3[CH2:35][CH2:34][O:33][CH2:32][CH2:31]3)=[O:37])[C:18]=2[C:17]2[CH:16]=[CH:15][CH:14]=[CH:13][C:12]=2[N:11]=1. Procedure details: Using the general method of Example 143 except that pyridine was used in place of chloroform, 1-(4-aminobutyl)-2-(3-phenoxypropyl)-1H-imidazo[4,5-c]quinolin-4-amine (1.25 g, 3.2 mmol) was reacted with 4-morpholinecarbonyl chloride (0.41 mL, 3.5 mmol) to provide 0.50 g of N-{4-[4-amino-2-(3-phenoxypropyl)-1H-imidazo[4, 5-c]quinolin-1-yl]butyl}morpholine-4-carboxamide as a light brown solid, m.p. 71.5-72.1° C. Analysis: Calculated for C28H34N6O3.0.5H2O: %C, 65.73; %H, 6.90; %N, 16.43; Found: %C, 6...